This data is from the Open Reaction Database (ORD), a public repository of structured organic reaction records. The task is: describe an organic reaction: reactants, conditions, products, and yield Starting materials: CO, COc1ccc([N+](=O)[O-])cc1NS(C)(=O)=O. Product: COc1ccc(N)cc1NS(C)(=O)=O. Reaction SMILES: [CH3:17][OH:18].[CH3:1][O:2][c:3]1[c:4]([NH:12][S:13](=[O:14])(=[O:15])[CH3:16])[cH:5][c:6]([N+:9]([O-:10])=[O:11])[cH:7][cH:8]1>>[CH3:1][O:2][c:3]1[c:4]([NH:12][S:13](=[O:14])(=[O:15])[CH3:16])[cH:5][c:6]([NH2:9])[cH:7][cH:8]1. Starting materials: N[C@@H](CN1C(N(C(=C(C1=O)C1=C(C(=CC=C1)OC)F)C)CC1=C(C=CC=C1C(F)(F)F)F)=O)C1=CC=CC=C1 (3-[2(R)-amino-2-phenylethyl]-5-(2-fluoro-3-methoxyphenyl)-1-[2-fluoro-6-(trifluoromethyl)benzyl]-6-methyl-pyrimidine-2,4(1H,3H)-dione), BrCCCC(=O)OCC (ethyl 4-bromobutyrate), CCN(C(C)C)C(C)C (Hunig's base). Run in C(C)#N (acetonitrile). Run at temperature 95 celsius. Yields the product C(C)OC(=O)CCCN[C@@H](CN1C(N(C(=C(C1=O)C1=C(C(=CC=C1)OC)F)C)CC1=C(C=CC=C1C(F)(F)F)F)=O)C1=CC=CC=C1 (3-[2(R)-{ethoxycarbonylpropyl-amino}-2-phenylethyl]-5-(2-fluoro-3-methoxyphenyl)-1-[2-fluoro-6-(trifluoromethyl)benzyl]-6-methyl-pyrimidine-2,4(1H,3H)-dione). Yield: 49.5%. RXN SMILES: [NH2:1][C@H:2]([C:34]1[CH:39]=[CH:38][CH:37]=[CH:36][CH:35]=1)[CH2:3][N:4]1[C:9](=[O:10])[C:8]([C:11]2[CH:16]=[CH:15][CH:14]=[C:13]([O:17][CH3:18])[C:12]=2[F:19])=[C:7]([CH3:20])[N:6]([CH2:21][C:22]2[C:27]([C:28]([F:31])([F:30])[F:29])=[CH:26][CH:25]=[CH:24][C:23]=2[F:32])[C:5]1=[O:33].Br[CH2:41][CH2:42][CH2:43][C:44]([O:46][CH2:47][CH3:48])=[O:45].CCN(C(C)C)C(C)C>C(#N)C>[CH2:47]([O:46][C:44]([CH2:43][CH2:42][CH2:41][NH:1][C@H:2]([C:34]1[CH:39]=[CH:38][CH:37]=[CH:36][CH:35]=1)[CH2:3][N:4]1[C:9](=[O:10])[C:8]([C:11]2[CH:16]=[CH:15][CH:14]=[C:13]([O:17][CH3:18])[C:12]=2[F:19])=[C:7]([CH3:20])[N:6]([CH2:21][C:22]2[C:27]([C:28]([F:29])([F:31])[F:30])=[CH:26][CH:25]=[CH:24][C:23]=2[F:32])[C:5]1=[O:33])=[O:45])[CH3:48]. Procedure details: To compound 3-[2(R)-amino-2-phenylethyl]-5-(2-fluoro-3-methoxyphenyl)-1-[2-fluoro-6-trifluoromethyl)benzyl]-6-methyl-pyrimidine-2,4(1H,3H)-dione 1f (5 g, 9.4 mmol) in 100 mL of acetonitrile were added ethyl 4-bromobutyrate (4 mL, 28.2 mmol) and Hunig's base (1.6 mL, 9.4 mmol). After reflux at 95° C. overnight, the reaction mixture was cooled to ambient temperature and the volatiles were removed. The residue was chromatographed with 10:10:1 EtOAc/Hexane/Et3N to give 1g as a yellow oil (3.0 g, 4.6... The reactants are [C@@H]12N(CC(NC1)C2)C=2N(C(C=C(N2)C2=NC=NC=C2)=O)C ((1S)-2-(2,5-diaza-bicyclo[2.2.1]hept-2-yl)-1-methyl-1H-[4,4′]bipyrimidinyl-6-one), [H-].[Na+] (sodium hydride), O (Water), C(C1=CC=CC=C1)(=O)Cl (benzoyl chloride). Run in CN(C=O)C (dimethylformamide). Conditions: temperature 0 celsius, time 15 minute. The product is C(C1=CC=CC=C1)(=O)N1C2CN([C@H](C1)C2)C=2N(C(C=C(N2)C2=NC=NC=C2)=O)C ((1S)-2-(5-Benzoyl-2,5-diaza-bicyclo[2.2.1]hept-2-yl) -1-methyl-1H-[4,4′]bipyrimidinyl-6-one). Yield: 50.4%. RXN SMILES: [C@H:1]12[CH2:7][CH:4]([NH:5][CH2:6]1)[CH2:3][N:2]2[C:8]1[N:9]([CH3:21])[C:10](=[O:20])[CH:11]=[C:12]([C:14]2[CH:19]=[CH:18][N:17]=[CH:16][N:15]=2)[N:13]=1.[H-].[Na+].[C:24](Cl)(=[O:31])[C:25]1[CH:30]=[CH:29][CH:28]=[CH:27][CH:26]=1.O>CN(C)C=O>[C:24]([N:5]1[CH2:6][C@@H:1]2[CH2:7][CH:4]1[CH2:3][N:2]2[C:8]1[N:9]([CH3:21])[C:10](=[O:20])[CH:11]=[C:12]([C:14]2[CH:19]=[CH:18][N:17]=[CH:16][N:15]=2)[N:13]=1)(=[O:31])[C:25]1[CH:30]=[CH:29][CH:28]=[CH:27][CH:26]=1 |f:1.2|. Procedure: To a solution of 0.13 g (0.46 mmol) of (1S)-2-(2,5-diaza-bicyclo[2.2.1]hept-2-yl)-1-methyl-1H-[4,4′]bipyrimidinyl-6-one in 3 ml of anhydrous dimethylformamide was added 24 mg (0.6 mmol) of sodium hydride and the resulting mixture was stirred at 0° C. for 15 min. There is added 0.07 ml (0.6 mmol) of benzoyl chloride and the resulting solution was stirred at 0° C. for 2h. Water was added to the mixture and the resulting solution extracted with ethyl acetate. The combined extracts were washed with ...